describe an organic reaction: reactants, conditions, products, and yield From a dataset of the Open Reaction Database (ORD), a public repository of structured organic reaction records. Reactants: COc1cc2nccc(Oc3ccc4c(c3)OCCN4)c2cc1OCc1ccccc1, CCO, [Pd]. Product: COc1cc2nccc(Oc3ccc4c(c3)OCCN4)c2cc1O. RXN SMILES: [CH2:1]([c:2]1[cH:3][cH:4][cH:5][cH:6][cH:7]1)[O:8][c:9]1[cH:10][c:11]2[c:12]([O:21][c:22]3[cH:23][cH:24][c:25]4[c:26]([cH:31]3)[O:27][CH2:28][CH2:29][NH:30]4)[cH:13][cH:14][n:15][c:16]2[cH:17][c:18]1[O:19][CH3:20].[CH3:32][CH2:33][OH:34].[Pd:35]>>[OH:8][c:9]1[cH:10][c:11]2[c:12]([O:21][c:22]3[cH:23][cH:24][c:25]4[c:26]([cH:31]3)[O:27][CH2:28][CH2:29][NH:30]4)[cH:13][cH:14][n:15][c:16]2[cH:17][c:18]1[O:19][CH3:20]. The reactants are N#Cc1ccccc1-c1ccc(CBr)c(F)c1, O=C([O-])[O-], CCCCc1nc(C)cc(=O)[nH]1, CC#N, [K+], [K+]. Product: CCCCc1nc(C)cc(=O)n1Cc1ccc(-c2ccccc2C#N)cc1F. As a reaction SMILES: [Br:13][CH2:14][c:15]1[c:16]([F:29])[cH:17][c:18](-[c:21]2[c:22]([C:27]#[N:28])[cH:23][cH:24][cH:25][cH:26]2)[cH:19][cH:20]1.[C:30](=[O:31])([O-:32])[O-:33].[CH2:1]([CH2:2][CH2:3][CH3:4])[c:5]1[n:6][c:7]([CH3:12])[cH:8][c:9](=[O:11])[nH:10]1.[CH3:36][C:37]#[N:38].[K+:34].[K+:35]>>[CH2:1]([CH2:2][CH2:3][CH3:4])[c:5]1[n:6][c:7]([CH3:12])[cH:8][c:9](=[O:11])[n:10]1[CH2:14][c:15]1[c:16]([F:29])[cH:17][c:18](-[c:21]2[c:22]([C:27]#[N:28])[cH:23][cH:24][cH:25][cH:26]2)[cH:19][cH:20]1. The reactants are NC1=CC=CC=C1 (aniline), C(C)(C)(C)OC(=O)N1[C@@H](CCC1)C(=O)O (pyrrolidine-1,2(S)-dicarboxylic acid 1-t-butyl ester), C(CCl)Cl (EDC), C=1C=CC2=C(C1)N=NN2O (HOBT). Solvent: ClCCl (dichloromethane). Yields the product C(C)(C)(C)OC(=O)N1[C@@H](CCC1)C(NC1=CC=CC=C1)=O (2(S)-Phenylcarbamoyl-pyrrolidine-1-carboxylic acid t-butyl ester). RXN SMILES: [C:1]([O:5][C:6]([N:8]1[CH2:12][CH2:11][CH2:10][C@H:9]1[C:13]([OH:15])=O)=[O:7])([CH3:4])([CH3:3])[CH3:2].C(Cl)CCl.[CH:20]1[CH:21]=[CH:22][C:23]2N(O)N=[N:26][C:24]=2[CH:25]=1.NC1C=CC=CC=1>ClCCl>[C:1]([O:5][C:6]([N:8]1[CH2:12][CH2:11][CH2:10][C@H:9]1[C:13](=[O:15])[NH:26][C:24]1[CH:25]=[CH:20][CH:21]=[CH:22][CH:23]=1)=[O:7])([CH3:2])([CH3:3])[CH3:4]. Procedure: A solution of pyrrolidine-1,2(S)-dicarboxylic acid 1-t-butyl ester (50 g, 233 mmol), EDC (45 g, 233 mmol) and HOBT (12 g, 77.5 mmol) in 1500 ml of dichloromethane was cooled to 0° C. and aniline (21 ml, 233 mmol) was added dropwise over a period of 15 minutes. The mixture was stirred over night, evaporated and partitioned between ethyl acetate and 1N-HCl. The organic layer was washed with saturated sodium bicarbonate solution and brine, dried over anhydrous sodium sulfate and evaporated. The cru... Starting materials: zeolite, Na-Y, CSC(=NCC1=CC=CC=C1)SC (benzyl carbonimidodithioic acid dimethyl ester), [N+](=O)([O-])C (nitromethane). Yields the product C(C1=CC=CC=C1)NC(=C[N+](=O)[O-])SC (1-Benzylamino-1-methylthio-2-nitroethene). RXN SMILES: [CH3:1][S:2][C:3](SC)=[N:4][CH2:5][C:6]1[CH:11]=[CH:10][CH:9]=[CH:8][CH:7]=1.[N+:14]([CH3:17])([O-:16])=[O:15]>>[CH2:5]([NH:4][C:3]([S:2][CH3:1])=[CH:17][N+:14]([O-:16])=[O:15])[C:6]1[CH:11]=[CH:10][CH:9]=[CH:8][CH:7]=1. Reported procedure: A mixture of nitromethane (4 ml), zeolite, RE 70 Na-Y (500 mg) and benzyl carbonimidodithioic acid dimethyl ester (XI, 500 mg) was refluxed for 110 hr. It was filtered and filtrate concentrated and treated with pet. ether. The solid that separated out was filtered and characterized as compound XII. The reactants are C(C)(=O)CC(=O)OCC (ethyl acetylacetate), ClCC=C(C)C (1-chloro-3-methyl-2-butene), ferric nitrate, N (ammonia), [Na] (sodium). Reagents/catalysts: [Na] (sodium). Solvent: CCOCC (ether), liquid, CCOCC (ether), C(C)(=O)O (acetic acid), O (water). Reaction conditions: time 10 minute. Yields the product CC(=CCCC(CC(=O)OCC)=O)C (ethyl 7-methyl-3-oxo-6-octenoate). The yield is 38.4%. RXN SMILES: N.[Na].[C:3]([CH2:6][C:7]([O:9][CH2:10][CH3:11])=[O:8])(=[O:5])[CH3:4].Cl[CH2:13][CH:14]=[C:15]([CH3:17])[CH3:16]>O.[Na].C(O)(=O)C.CCOCC>[CH3:16][C:15]([CH3:17])=[CH:14][CH2:13][CH2:4][C:3](=[O:5])[CH2:6][C:7]([O:9][CH2:10][CH3:11])=[O:8] |^1:1,18|. Procedure: A mixture of 1.4 g of ferric nitrate in 1200 ml of liquid ammonia was formed at -60° C. and was then stirred for 5 minutes after which 2 g of sodium were added thereto at -60° C. The mixture was stirred for 10 minutes and 104 g of sodium were added at -55°±5° C. over 21/2 hours. The mixture was stirred at -55° C. for one hour. 300 g of ethyl acetylacetate were added thereto over 30 minutes at less than -30° C. 1000 ml of ether at -20° C. were added to the mixture which was then stirred for 5 min... Procedure: To a solution of 6-fluoro-1-tosyl-1H-pyrrolo[3,2-b]pyridine 4-oxide (2.4 g, 7.84 mmol) in 1,2-dichloroethane (60 mL) was added dimethylcarbamic chloride (1.3 g, 11.76 mmol), followed by addition of trimethylsilyl cyanide (1.2 g, 11.76 mmol). The mixture was stirred under nitrogen at 80° C. overnight. The resulting mixture was quenched by addition of a sat'd aq. NaHCO3 solution. The organic layer was washed with H2O (50 mL×3) and concentrated under reduced pressure. The crude product was purified... The product is FC=1C=C2C(=NC1C#N)C=CN2S(=O)(=O)C2=CC=C(C)C=C2 (6-fluoro-1-tosyl-1H-pyrrolo[3,2-b]pyridine-5-carbonitrile). As a reaction SMILES: [F:1][C:2]1[CH:3]=[C:4]2[N:11]([S:12]([C:15]3[CH:21]=[CH:20][C:18]([CH3:19])=[CH:17][CH:16]=3)(=[O:14])=[O:13])[CH:10]=[CH:9][C:5]2=[N+:6]([O-])[CH:7]=1.[CH3:22][N:23](C)C(Cl)=O.C[Si](C#N)(C)C>ClCCCl>[F:1][C:2]1[CH:3]=[C:4]2[N:11]([S:12]([C:15]3[CH:21]=[CH:20][C:18]([CH3:19])=[CH:17][CH:16]=3)(=[O:14])=[O:13])[CH:10]=[CH:9][C:5]2=[N:6][C:7]=1[C:22]#[N:23]. The yield is 44.5%. Solvent: ClCCCl (1,2-dichloroethane). The reactants are FC=1C=C2C(=[N+](C1)[O-])C=CN2S(=O)(=O)C2=CC=C(C)C=C2 (6-fluoro-1-tosyl-1H-pyrrolo[3,2-b]pyridine 4-oxide), CN(C(=O)Cl)C (dimethylcarbamic chloride), C[Si](C)(C)C#N (trimethylsilyl cyanide). Reaction conditions: temperature 80 celsius, time 8 hour.